Dataset: the Open Reaction Database (ORD), a public repository of structured organic reaction records. Task: describe an organic reaction: reactants, conditions, products, and yield Conditions: temperature 50 celsius, time 3 hour. Reported procedure: A mixture of 3-(2,4-dimethoxybenzyl)-6-ethyl-1-[(2′-{4-[(2-methoxyethoxy)methyl]-5-oxo-4,5-dihydro-1,2,4-oxadiazol-3-yl}biphenyl-4-yl)methyl]thieno[2,3-d]pyrimidine-2,4(1H,3H)-dione (15.5 g) and trifluoroacetic acid (100 mL) was stirred at 50° C. for 3 hr. To the reaction mixture was added toluene (100 mL), and the mixture was concentrated under reduced pressure. The precipitated solid was collected by filtration to give the title compound as colorless crystals (11.7 g, 99%). Product: C(C)C1=CC2=C(N(C(NC2=O)=O)CC2=CC=C(C=C2)C2=C(C=CC=C2)C2=NOC(N2COCCOC)=O)S1 (6-ethyl-1-[(2′-{4-[(2-methoxyethoxy)methyl]-5-oxo-4,5-dihydro-1,2,4-oxadiazol-3-yl}biphenyl-4-yl)methyl]thieno[2,3-d]pyrimidine-2,4(1H,3H)-dione). The yield is 96.7%. The solvent is C1(=CC=CC=C1)C (toluene). Reaction SMILES: COC1C=C(OC)C=CC=1C[N:6]1[C:11](=[O:12])[C:10]2[CH:13]=[C:14]([CH2:16][CH3:17])[S:15][C:9]=2[N:8]([CH2:18][C:19]2[CH:24]=[CH:23][C:22]([C:25]3[CH:30]=[CH:29][CH:28]=[CH:27][C:26]=3[C:31]3[N:35]([CH2:36][O:37][CH2:38][CH2:39][O:40][CH3:41])[C:34](=[O:42])[O:33][N:32]=3)=[CH:21][CH:20]=2)[C:7]1=[O:43].FC(F)(F)C(O)=O>C1(C)C=CC=CC=1>[CH2:16]([C:14]1[S:15][C:9]2[N:8]([CH2:18][C:19]3[CH:20]=[CH:21][C:22]([C:25]4[CH:30]=[CH:29][CH:28]=[CH:27][C:26]=4[C:31]4[N:35]([CH2:36][O:37][CH2:38][CH2:39][O:40][CH3:41])[C:34](=[O:42])[O:33][N:32]=4)=[CH:23][CH:24]=3)[C:7](=[O:43])[NH:6][C:11](=[O:12])[C:10]=2[CH:13]=1)[CH3:17]. Reactants: COC1=C(CN2C(N(C3=C(C2=O)C=C(S3)CC)CC3=CC=C(C=C3)C3=C(C=CC=C3)C3=NOC(N3COCCOC)=O)=O)C=CC(=C1)OC (3-(2,4-dimethoxybenzyl)-6-ethyl-1-[(2′-{4-[(2-methoxyethoxy)methyl]-5-oxo-4,5-dihydro-1,2,4-oxadiazol-3-yl}biphenyl-4-yl)methyl]thieno[2,3-d]pyrimidine-2,4(1H,3H)-dione), FC(C(=O)O)(F)F (trifluoroacetic acid). Starting materials: O=C(Nc1ccc2cn[nH]c2c1)c1cc([N+](=O)[O-])c(F)cc1Cl, Nc1cc(F)c([N+](=O)[O-])cc1C(=O)Nc1ccc2cn[nH]c2c1, [NH4+], C1COCCO1, [OH-], O. Product: Nc1cc(Cl)c(C(=O)Nc2ccc3cn[nH]c3c2)cc1[N+](=O)[O-]. As a reaction SMILES: [Cl:1][c:2]1[c:3]([C:4](=[O:5])[NH:6][c:7]2[cH:8][cH:9][c:10]3[cH:11][n:12][nH:13][c:14]3[cH:15]2)[cH:16][c:17]([N+:21](=[O:22])[O-:23])[c:18]([F:20])[cH:19]1.[NH2:26][c:27]1[cH:28][c:29]([F:30])[c:31]([N+:32]([O-:33])=[O:34])[cH:35][c:36]1[C:37]([NH:38][c:39]1[cH:40][c:41]2[c:42]([cH:43][n:44][nH:45]2)[cH:46][cH:47]1)=[O:48].[NH4+:25].[O:49]1[CH2:50][CH2:51][O:52][CH2:53][CH2:54]1.[OH-:24].[OH2:55]>>[Cl:1][c:2]1[c:3]([C:4](=[O:5])[NH:6][c:7]2[cH:8][cH:9][c:10]3[cH:11][n:12][nH:13][c:14]3[cH:15]2)[cH:16][c:17]([N+:21](=[O:22])[O-:23])[c:18]([NH2:26])[cH:19]1. Reactants: [Cl-].[Al+3].[Cl-].[Cl-] (aluminium chloride), C(CCC)N(CCCC)CCCC (tributylamine), COC=1C=C(C=C(C1)OC)\C=C\C1=CC=C(C=C1)OC ((E)-3,5,4′-trimethoxystilbene), 50/50, water ice. Run at temperature 2.5 celsius, time 2 hour. Yields the product C1(=CC(O)=CC(O)=C1)\C=C\C1=CC=C(O)C=C1 ((E)-resveratrol). The yield is 75.0%. As a reaction SMILES: [Cl-].[Al+3].[Cl-].[Cl-].C(N(CCCC)CCCC)CCC.C[O:19][C:20]1[CH:21]=[C:22](/[CH:28]=[CH:29]/[C:30]2[CH:35]=[CH:34][C:33]([O:36]C)=[CH:32][CH:31]=2)[CH:23]=[C:24]([O:26]C)[CH:25]=1>>[C:22]1(/[CH:28]=[CH:29]/[C:30]2[CH:35]=[CH:34][C:33]([OH:36])=[CH:32][CH:31]=2)[CH:23]=[C:24]([OH:26])[CH:25]=[C:20]([OH:19])[CH:21]=1 |f:0.1.2.3|. Reported procedure: 4.5 g of anhydrous aluminium chloride (33.7 mmol) are introduced, under a nitrogen atmosphere, at ambient temperature and with stirring, into 10.37 g of tributylamine (56 mmol) in a three-necked round-bottomed flask. The medium is brought to 60° C. and is maintained at this value for 4 h. 1 g of (E)-3,5,4′-trimethoxystilbene (3.7 mmol) is then introduced and the reaction medium is brought to 80° C. for 2 h and to 100° C. for 2 h. It is brought back to ambient temperature and then 10 g of a 50/50... The reactants are ClCC1=CC=C(C=C1)NC(=O)C=1CCOC2=C(C1)C=C(C=C2)C2=CC=C(C=C2)C (N-(4-chloromethylphenyl)-7-(4-methylphenyl)-2,3-dihydro-1-benzoxepine-4-carboxamide), Cl.C(C1=CC=CC=C1)N (benzylamine hydrochloride), C([O-])([O-])=O.[K+].[K+] (potassium carbonate). Run in CN(C=O)C (dimethylformamide). Product: C(C1=CC=CC=C1)NCC1=CC=C(C=C1)NC(=O)C=1CCOC2=C(C1)C=C(C=C2)C2=CC=C(C=C2)C (N-(4-((benzylamino)methyl)-phenyl)-7-(4-methylphenyl)-2,3-dihydro-l-benzoxepine-4-carboxamide). Isolated yield 68.1%. Reaction SMILES: Cl[CH2:2][C:3]1[CH:8]=[CH:7][C:6]([NH:9][C:10]([C:12]2[CH2:13][CH2:14][O:15][C:16]3[CH:22]=[CH:21][C:20]([C:23]4[CH:28]=[CH:27][C:26]([CH3:29])=[CH:25][CH:24]=4)=[CH:19][C:17]=3[CH:18]=2)=[O:11])=[CH:5][CH:4]=1.Cl.[CH2:31]([NH2:38])[C:32]1[CH:37]=[CH:36][CH:35]=[CH:34][CH:33]=1.C(=O)([O-])[O-].[K+].[K+]>CN(C)C=O>[CH2:31]([NH:38][CH2:2][C:3]1[CH:8]=[CH:7][C:6]([NH:9][C:10]([C:12]2[CH2:13][CH2:14][O:15][C:16]3[CH:22]=[CH:21][C:20]([C:23]4[CH:28]=[CH:27][C:26]([CH3:29])=[CH:25][CH:24]=4)=[CH:19][C:17]=3[CH:18]=2)=[O:11])=[CH:5][CH:4]=1)[C:32]1[CH:37]=[CH:36][CH:35]=[CH:34][CH:33]=1 |f:1.2,3.4.5|. Procedure: A suspension of N-(4-chloromethylphenyl)-7-(4-methylphenyl)-2,3-dihydro-1-benzoxepine-4-carboxamide (0.1g), benzylamine hydrochloride (0.5g) and potassium carbonate (0.6g) in dimethylformamide (10ml) was stirred at room temperature over night. The solvent was evaporated, and to the residue was added water. The mixture was extracted with ethyl acetate. The organic layer was washed with water and saturated sodium chloride solution, and dried with anhydrous magnesium sulfate. Under reduced pressure... Starting materials: CCCC1=NC(=O)C(C)(C)N1Cc1ccc(-c2ccccc2-c2nnnn2C(c2ccccc2)(c2ccccc2)c2ccccc2)cc1, Cl, [Na+], [OH-]. The product is CCCC1=NC(=O)C(C)(C)N1Cc1ccc(-c2ccccc2-c2nnn[nH]2)cc1. RXN SMILES: [CH3:1][C:2]1([CH3:48])[C:3](=[O:47])[N:4]=[C:5]([CH2:44][CH2:45][CH3:46])[N:6]1[CH2:7][c:8]1[cH:9][cH:10][c:11](-[c:14]2[c:15](-[c:20]3[n:21][n:22][n:23][n:24]3[C:25]([c:26]3[cH:27][cH:28][cH:29][cH:30][cH:31]3)([c:32]3[cH:33][cH:34][cH:35][cH:36][cH:37]3)[c:38]3[cH:39][cH:40][cH:41][cH:42][cH:43]3)[cH:16][cH:17][cH:18][cH:19]2)[cH:12][cH:13]1.[ClH:51].[Na+:50].[OH-:49]>>[CH3:1][C:2]1([CH3:48])[C:3](=[O:47])[N:4]=[C:5]([CH2:44][CH2:45][CH3:46])[N:6]1[CH2:7][c:8]1[cH:9][cH:10][c:11](-[c:14]2[c:15](-[c:20]3[n:21][n:22][n:23][nH:24]3)[cH:16][cH:17][cH:18][cH:19]2)[cH:12][cH:13]1. Reactants: CO, [H][H], CC(=O)C(Oc1ccccc1)[N+](=O)[O-], CC(=O)COc1ccccc1[N+](=O)[O-], [Ni]. Yields the product CC1COc2ccccc2N1. Reaction SMILES: [CH3:32][OH:33].[H:1][H:2].[N+:17]([CH:18]([O:19][c:20]1[cH:21][cH:22][cH:23][cH:24][cH:25]1)[C:26](=[O:27])[CH3:28])([O-:29])=[O:30].[N+:3]([O-:5])([c:6]1[c:7]([O:8][CH2:9][C:10](=[O:4])[CH3:11])[cH:13][cH:14][cH:15][cH:16]1)=[O:12].[Ni:31]>>[NH:3]1[c:6]2[c:7]([cH:13][cH:14][cH:15][cH:16]2)[O:8][CH2:9][CH:10]1[CH3:11].